From a dataset of the Open Reaction Database (ORD), a public repository of structured organic reaction records. describe an organic reaction: reactants, conditions, products, and yield Starting materials: Cl.NO (hydroxylamine hydrochloride), C([O-])([O-])=O.[K+].[K+] (potassium carbonate), O=C(CCC(=O)O)C1=CC=C(C=C1)N1N=CC=C1 (4oxo-4(4-pyrazol-1-yl-phenyl)butyric acid). Run in O (water), C(C)O (ethanol), CO (methanol). Run at time 1 day. Product: ON=C(CCC(=O)O)C1=CC=C(C=C1)N1N=CC=C1 (4-hydroxyimino-4(4pyrazol-1-yl-phenyl)-butyric acid). Yield: 78.5%. Reaction SMILES: O=[C:2]([C:8]1[CH:13]=[CH:12][C:11]([N:14]2[CH:18]=[CH:17][CH:16]=[N:15]2)=[CH:10][CH:9]=1)[CH2:3][CH2:4][C:5]([OH:7])=[O:6].C(=O)([O-])[O-].[K+].[K+].Cl.[NH2:26][OH:27]>C(O)C.O.CO>[OH:27][N:26]=[C:2]([C:8]1[CH:13]=[CH:12][C:11]([N:14]2[CH:18]=[CH:17][CH:16]=[N:15]2)=[CH:10][CH:9]=1)[CH2:3][CH2:4][C:5]([OH:7])=[O:6] |f:1.2.3,4.5|. Reported procedure: To a stirred suspension of 4oxo-4(4-pyrazol-1-yl-phenyl)butyric acid (Sircar I., et al., Journal of Medicinal Chemistry, 1985;28:1405-13) (0.0277 g, 0.000113 mol) in absolute ethanol (0.55 mL) at room temperature was added potassium carbonate (0.010 g, 0.000072 mol) followed by a solution of hydroxylamine hydrochloride (0.010 g, 0.00014 mol) in water (0.25 mL), and the resulting mixture was stirred for 1 day. The volatiles were rotary evaporated. The residue was dissolved in methanol, silica gel... The reactants are C(C)(=O)NC=1NC(C=2NC=NC2N1)=O (N2-Acetylguanine), ClC(C)Cl (dichloroethane), C(C)(=O)C(=O)[C@@](O)([C@@](O)([C@@H](O)COC(C1=CC=CC=C1)=O)C(C1=CC=CC=C1)=O)C(C1=CC=CC=C1)=O (1-acetyl-2,3,5-O-tribezoyl-L-ribose), ClC(C)Cl (dichloroethane), [Si](C)(C)(C)OS(=O)(=O)C(F)(F)F (TMS-triflate). The solvent is C(Cl)Cl (methylene chloride), N1=CC=CC=C1 (pyridine). Product: C1=NC2=C(N1[C@@H]3[C@H]([C@H]([C@@H](O3)CO)O)O)NC(=NC2=O)N (L-guanosine). As a reaction SMILES: C([NH:4][C:5]1[NH:6][C:7](=[O:14])[C:8]2[NH:9][CH:10]=[N:11][C:12]=2[N:13]=1)(=O)C.ClC(Cl)C.C(C([C@:24]([C:48](=[O:55])C1C=CC=CC=1)([C@:26](C(=O)C1C=CC=CC=1)([C@H:28]([CH2:30][O:31]C(=O)C1C=CC=CC=1)[OH:29])[OH:27])O)=O)(=O)C.[Si](OS(C(F)(F)F)(=O)=O)(C)(C)C>N1C=CC=CC=1.C(Cl)Cl>[CH:10]1[N:11]([C@H:30]2[O:31][C@@H:24]([CH2:48][OH:55])[C@H:26]([OH:27])[C@@H:28]2[OH:29])[C:12]2[NH:13][C:5]([NH2:4])=[N:6][C:7](=[O:14])[C:8]=2[N:9]=1. Reported procedure: N2-Acetylguanine (4.125 g, 21.35 mmol) was suspended in pyridine (50 mL) at 80° C. for 25 min. and then pyridine was evaporated under high vacuum. The same, procedure was repeated once. The obtained material was dried under vacuum overnight and silylated by heating with excess of HMDS (50 mL), pyridine (10 mL) and TMSCl (150 mL) under argon for 2.5 hours. After the reaction mixture was cooled to RT, the solvents were evaporated under vacuum. The residual HMDS and pyridine were coevaporated with ... RXN SMILES: [CH3:36][CH2:37][OH:38].[Cl:1][c:2]1[n:3][o:4][c:5]([CH:7]2[CH2:8][N:9]([C:21](=[O:22])[N:23]3[CH2:24][CH2:25][CH:26]([OH:29])[CH2:27][CH2:28]3)[CH2:10][CH:11]([c:13]3[cH:14][cH:15][c:16]([CH2:19][CH3:20])[cH:17][cH:18]3)[CH2:12]2)[n:6]1.[NH:30]1[CH2:31][CH:32]([OH:35])[CH2:33][CH2:34]1>>[c:2]1([N:30]2[CH2:31][CH:32]([OH:35])[CH2:33][CH2:34]2)[n:3][o:4][c:5]([CH:7]2[CH2:8][N:9]([C:21](=[O:22])[N:23]3[CH2:24][CH2:25][CH:26]([OH:29])[CH2:27][CH2:28]3)[CH2:10][CH:11]([c:13]3[cH:14][cH:15][c:16]([CH2:19][CH3:20])[cH:17][cH:18]3)[CH2:12]2)[n:6]1. Starting materials: CCO, CCc1ccc(C2CC(c3nc(Cl)no3)CN(C(=O)N3CCC(O)CC3)C2)cc1, OC1CCNC1. The product is CCc1ccc(C2CC(c3nc(N4CCC(O)C4)no3)CN(C(=O)N3CCC(O)CC3)C2)cc1. RXN SMILES: C([OH:3])C.C[C:5]1[C:10]([OH:11])=C(C)[C:8]2[CH2:13][CH2:14][C@:15]([CH2:18][CH2:19][CH2:20][C@@H:21]([CH2:23][CH2:24][CH2:25][C@@H:26]([CH2:28][CH2:29]CC(C)C)C)C)(C)O[C:7]=2[C:6]=1C>O>[C:10]([OH:3])(=[O:11])[CH2:5][CH2:6][CH2:7][CH2:8][CH2:13][CH2:14][CH2:15]/[CH:18]=[CH:19]\[CH2:20]/[CH:21]=[CH:23]\[CH2:24][CH2:25][CH2:26][CH2:28][CH3:29]. Reported procedure: A negative control was prepared by adding, to the reaction liquid, only 2 ml of 99.5% ethanol and 2 ml of distilled water, without adding anything else. Positive controls were prepared in the same way as for the present compound at the same concentration, except that the present compound was replaced with α-tocopherol or BHA. The product is C(CCCCCCC\C=C/C\C=C/CCCCC)(=O)O (Linoleic Acid). Run in O (water). The reactants are C(C)O (ethanol), CC1=C(C2=C(C(=C1O)C)CC[C@@](O2)(C)CCC[C@H](C)CCC[C@H](C)CCCC(C)C)C (α-tocopherol). Reactants: CC(CO)(CO)C (2,2-dimethyl-1,3-propanediol), C(CCC)Br (n-butyl bromide), O=S(Cl)Cl (SOCl2). Product: C(CCC)OCC(C)(C)CCl (C4H9—O—CH2C(CH3)2CH2Cl). Reaction SMILES: [CH3:1][C:2]([CH3:7])([CH2:5]O)[CH2:3][OH:4].[CH2:8](Br)[CH2:9][CH2:10][CH3:11].O=S(Cl)[Cl:15]>>[CH2:8]([O:4][CH2:3][C:2]([CH2:5][Cl:15])([CH3:7])[CH3:1])[CH2:9][CH2:10][CH3:11]. Procedure: The alkylation of 2,2-dimethyl-1,3-propanediol with n-butyl bromide carried out essentially as in Example 8 gave the crude mono-alkylated product, which was treated with SOCl2 to give C4H9—O—CH2C(CH3)2CH2Cl, b. 80-90° C./20-30 torr. This compound was then fluorinated as in Example 1 to give C4F9—O—CF2C(CF3)2CF2Cl. 20.0 g of the latter chloride was mixed with 5.3 g water-wet Raney Ni and 50 mL of NH3-saturated methanol. The mixture was left shaking on a Parr hydrogenation apparatus for 3 days at ... The reactants are C([O-])([O-])=O.[K+].[K+] (potassium carbonate), Cl.C1=C(C=CC2=CC=CC=C12)C(CN1C=NC=C1)OC (1-[2-(2-naphthyl)-2-(methoxy)ethyl]imidazole hydrochloride). The solvent is ClCCl (dichloromethane). Yields the product C1=C(C=CC2=CC=CC=C12)C(CN1C=NC=C1)OC (1-[2-(2-naphthyl)-2-(methoxy)ethyl]-imidazole). RXN SMILES: Cl.[CH:2]1[C:11]2[C:6](=[CH:7][CH:8]=[CH:9][CH:10]=2)[CH:5]=[CH:4][C:3]=1[CH:12]([O:19][CH3:20])[CH2:13][N:14]1[CH:18]=[CH:17][N:16]=[CH:15]1.C(=O)([O-])[O-].[K+].[K+]>ClCCl>[CH:2]1[C:11]2[C:6](=[CH:7][CH:8]=[CH:9][CH:10]=2)[CH:5]=[CH:4][C:3]=1[CH:12]([O:19][CH3:20])[CH2:13][N:14]1[CH:18]=[CH:17][N:16]=[CH:15]1 |f:0.1,2.3.4|. Reported procedure: 1-[2-(2-naphthyl)-2-(methoxy)ethyl]imidazole hydrochloride (800 mg.) in 50 ml. of dichloromethane is shaken with excess dilute potassium carbonate solution until the salt is completely neutralized. The organic layer is then separated, washed twice with water, dried over magnesium sulfate and evaporated to yield 1-[2-(2-naphthyl)-2-(methoxy)ethyl]-imidazole.